This data is from the Open Reaction Database (ORD), a public repository of structured organic reaction records. The task is: describe an organic reaction: reactants, conditions, products, and yield Reactants: CON=C(C(=O)NC1[C@@H]2N(C(=C(CS2=O)COC(=O)N2CCN(CC2)C)C(=O)OC(C2=CC=CC=C2)C2=CC=CC=C2)C1=O)C=1N=C(SC1)NC=O (benzhydryl 7-[2-methoxyimino-2-(2-formamidothiazol-4-yl)acetamido]-3-(4-methyl-1-piperazinyl)carbonyloxymethyl-3-cephem-4-carboxylate-1-oxide), FC(C(=O)OC(C(F)(F)F)=O)(F)F (trifluoroacetic anhydride), [I-].[Na+] (sodium iodide). Solvent: O1CCCC1 (tetrahydrofuran), CC(=O)C (acetone). Run at time 2.5 hour. Yields the product CON=C(C(=O)NC1[C@@H]2N(C(=C(CS2)COC(=O)N2CCN(CC2)C)C(=O)OC(C2=CC=CC=C2)C2=CC=CC=C2)C1=O)C=1N=C(SC1)NC=O (benzhydryl 7-[2-methoxyimino-2-(2-formamidothiazol-4-yl)acetamido]-3-(4-methyl-1-piperazinyl)carbonyloxymethyl-3-cephem-4-carboxylate). RXN SMILES: [CH3:1][O:2][N:3]=[C:4]([C:45]1[N:46]=[C:47]([NH:50][CH:51]=[O:52])[S:48][CH:49]=1)[C:5]([NH:7][CH:8]1[C:43](=[O:44])[N:10]2[C:11]([C:27]([O:29][CH:30]([C:37]3[CH:42]=[CH:41][CH:40]=[CH:39][CH:38]=3)[C:31]3[CH:36]=[CH:35][CH:34]=[CH:33][CH:32]=3)=[O:28])=[C:12]([CH2:16][O:17][C:18]([N:20]3[CH2:25][CH2:24][N:23]([CH3:26])[CH2:22][CH2:21]3)=[O:19])[CH2:13][S:14](=O)[C@H:9]12)=[O:6].[I-].[Na+].FC(F)(F)C(OC(=O)C(F)(F)F)=O>O1CCCC1.CC(C)=O>[CH3:1][O:2][N:3]=[C:4]([C:45]1[N:46]=[C:47]([NH:50][CH:51]=[O:52])[S:48][CH:49]=1)[C:5]([NH:7][CH:8]1[C:43](=[O:44])[N:10]2[C:11]([C:27]([O:29][CH:30]([C:37]3[CH:38]=[CH:39][CH:40]=[CH:41][CH:42]=3)[C:31]3[CH:36]=[CH:35][CH:34]=[CH:33][CH:32]=3)=[O:28])=[C:12]([CH2:16][O:17][C:18]([N:20]3[CH2:25][CH2:24][N:23]([CH3:26])[CH2:22][CH2:21]3)=[O:19])[CH2:13][S:14][C@H:9]12)=[O:6] |f:1.2|. Reported procedure: In a solution of benzhydryl 7-[2-methoxyimino-2-(2-formamidothiazol-4-yl)acetamido]-3-(4-methyl-1-piperazinyl)carbonyloxymethyl-3-cephem-4-carboxylate-1-oxide (syn isomer) (1.5 g) in a mixture of tetrahydrofuran (30 ml) and acetone (15 ml) was dissolved sodium iodide (1.44 g) under ice-cooling and thereto was at a time added trifluoroacetic anhydride (2.04 ml) followed by stirring for 2.5 hours. The reaction mixture was evaporated and to the residue were added ethyl acetate and water. The ethyl ... Starting materials: COc1ccc2c(c1)C(=O)CCCO2, CCO, Cl, NO, [Na+], [Na+], O=C([O-])[O-], O. Product: COc1ccc2c(c1)C(=NO)CCCO2. Reaction SMILES: [CH3:10][O:11][c:12]1[cH:13][cH:14][c:15]2[c:16]([cH:23]1)[C:17](=[O:22])[CH2:18][CH2:19][CH2:20][O:21]2.[CH3:25][CH2:26][OH:27].[ClH:1].[NH2:2][OH:3].[Na+:4].[Na+:5].[O-:6][C:7](=[O:8])[O-:9].[OH2:24]>>[N:2]([OH:3])=[C:17]1[c:16]2[c:15]([cH:14][cH:13][c:12]([O:11][CH3:10])[cH:23]2)[O:21][CH2:20][CH2:19][CH2:18]1. Reactants: NC=1C(=CC(=C(OC2=C(OCC(=O)OCC)C=CC=C2)C1)Cl)F (ethyl [2-(5-amino-2-chloro-4-fluorophenoxy)phenoxy]acetate), ClC(=O)OCC (ethyl chloroformate), O1CCCC1 (tetrahydrofuran), Cl (hydrochloric acid). Run in N1=CC=CC=C1 (pyridine). Product: ClC1=C(OC2=C(OCC(=O)OCC)C=CC=C2)C=C(C(=C1)F)NC(=O)OCC (ethyl [2-(2-chloro-4-fluoro-5-ethoxycarbonylaminophenoxy)phenoxy]acetate). As a reaction SMILES: [NH2:1][C:2]1[C:3]([F:23])=[CH:4][C:5]([Cl:22])=[C:6]([CH:21]=1)[O:7][C:8]1[CH:20]=[CH:19][CH:18]=[CH:17][C:9]=1[O:10][CH2:11][C:12]([O:14][CH2:15][CH3:16])=[O:13].Cl[C:25]([O:27][CH2:28][CH3:29])=[O:26].O1CCCC1.Cl>N1C=CC=CC=1>[Cl:22][C:5]1[CH:4]=[C:3]([F:23])[C:2]([NH:1][C:25]([O:27][CH2:28][CH3:29])=[O:26])=[CH:21][C:6]=1[O:7][C:8]1[CH:20]=[CH:19][CH:18]=[CH:17][C:9]=1[O:10][CH2:11][C:12]([O:14][CH2:15][CH3:16])=[O:13]. Procedure: Into a mixture of ethyl [2-(5-amino-2-chloro-4-fluorophenoxy)phenoxy]acetate [Intermediate compound A3-23], ethyl chloroformate and tetrahydrofuran is added dropwise pyridine, and the mixture is stirred at room temperature. Dilute hydrochloric acid is added to the reaction solution, and this is extracted with ethyl acetate. The organic layer is washed with saturated saline, dried over anhydrous magnesium sulfate, and concentrated to obtain ethyl [2-(2-chloro-4-fluoro-5-ethoxycarbonylaminophenoxy... The reactants are C(C)(C)C1=C(OC2=C(C=CC(=C2C(C)C)S(=O)(=O)[O-])C)C=CC=C1 (2-(2-isopropylphenoxy)-1-methylethyl-p-toluenesulfonate), [N-]=[N+]=[N-].[Na+] (sodium azide). The solvent is CN(C=O)C (N,N-dimethylformamide). Yields the product C(C)(C)C1=C(OCC(C)N=[N+]=[N-])C=CC=C1 (2-(2-isopropylphenoxy)-1-methylethylazide). The yield is 164.2%. As a reaction SMILES: [CH:1]([C:4]1[CH:24]=[CH:23][CH:22]=[CH:21][C:5]=1[O:6][C:7]1C(C(C)C)=C(S([O-])(=O)=O)C=[CH:9][C:8]=1C)([CH3:3])[CH3:2].[N-:25]=[N+:26]=[N-:27].[Na+]>CN(C)C=O>[CH:1]([C:4]1[CH:24]=[CH:23][CH:22]=[CH:21][C:5]=1[O:6][CH2:7][CH:8]([N:25]=[N+:26]=[N-:27])[CH3:9])([CH3:3])[CH3:2] |f:1.2|. Procedure details: A mixture consisting of 21.0 g of 2-(2-isopropylphenoxy)-1-methylethyl-p-toluenesulfonate, 3.9 g of sodium azide and N,N-dimethylformamide was heated at 70° to 75° C. for 5 hr. with stirring. Upon completion of the reaction, the mixture was extracted with ethyl acetate; the extract was washed consecutively with water and saturated saline; and subsequently dried with anhydrous sodium sulfate. The solvent was thereafter distilled off under reduced pressure and yielded 21.6 g of 2-(2-isopropylpheno... Starting materials: OC=1C=C(CNS(=O)(=O)C)C=CC1 (N-(3-hydroxy-benzyl)-methanesulfonamide), BrCC(=O)OC (methyl bromoacetate), C(=O)([O-])[O-].[K+].[K+] (K2CO3). Run in CC(=O)C (acetone). Conditions: time 68 hour. Product: CS(=O)(=O)NCC=1C=C(OCC(=O)O)C=CC1 ([3-(Methanesulfonylamino-methyl)-phenoxy]-acetic acid). Yield: 72.9%. Reaction SMILES: [OH:1][C:2]1[CH:3]=[C:4]([CH:11]=[CH:12][CH:13]=1)[CH2:5][NH:6][S:7]([CH3:10])(=[O:9])=[O:8].Br[CH2:15][C:16]([O:18]C)=[O:17].C([O-])([O-])=O.[K+].[K+]>CC(C)=O>[CH3:10][S:7]([NH:6][CH2:5][C:4]1[CH:3]=[C:2]([CH:13]=[CH:12][CH:11]=1)[O:1][CH2:15][C:16]([OH:18])=[O:17])(=[O:9])=[O:8] |f:2.3.4|. Procedure: A mixture of N-(3-hydroxy-benzyl)-methanesulfonamide (6.000 g, 29.82 mmol), methyl bromoacetate (4.562 g, 29.82 mmol), K2CO3 (4.121 g, 29.82 mmol), and acetone (250 mL) was stirred at room temperature for 68 h. The solids were removed by filtration and the solution was concentrated in vacuo. Purification by flash chromatography (1:1 hexanes:EtOAc) provided the title compound (5.637 g). 1H NMR (400 MHz, CDCl3) δ 7.25 (m, 1H), 6.96 (m, 1H), 6.89 (s, 1H), 6.82 (m, 1H), 4.63 (m, 3H), 4.28 (m, 2H), 3...